This data is from the Open Reaction Database (ORD), a public repository of structured organic reaction records. The task is: describe an organic reaction: reactants, conditions, products, and yield Starting materials: [Li]CCCC, CCCCCC, Cc1nnn[nH]1, Cl, CNc1cc(F)ccc1C(=O)OC, C1CCOC1, O. The product is CNc1cc(F)ccc1C(=O)Cc1nnn[nH]1. As a reaction SMILES: [CH2:1]([Li:2])[CH2:3][CH2:4][CH3:5].[CH3:26][CH2:27][CH2:28][CH2:29][CH2:30][CH3:31].[CH3:6][c:7]1[n:8][n:9][n:10][nH:11]1.[ClH:25].[F:12][c:13]1[cH:14][c:15]([NH:23][CH3:24])[c:16]([C:17](=[O:18])[O:19][CH3:20])[cH:21][cH:22]1.[O:32]1[CH2:33][CH2:34][CH2:35][CH2:36]1.[OH2:37]>>[CH2:6]([c:7]1[n:8][n:9][n:10][nH:11]1)[C:17]([c:16]1[c:15]([NH:23][CH3:24])[cH:14][c:13]([F:12])[cH:22][cH:21]1)=[O:18]. The reactants are C=CCCCNc1cc(C(=O)OC(C)(C)C)cc(OCC)n1, O=C(O)C(F)(F)F. Yields the product C=CCCCNc1cc(C(=O)O)cc(OCC)n1. As a reaction SMILES: [C:1]([CH3:2])([CH3:3])([CH3:4])[O:5][C:6]([c:7]1[cH:8][c:9]([O:19][CH2:20][CH3:21])[n:10][c:11]([NH:13][CH2:14][CH2:15][CH2:16][CH:17]=[CH2:18])[cH:12]1)=[O:22].[OH:23][C:24]([C:25]([F:26])([F:27])[F:28])=[O:29]>>[O:5]=[C:6]([c:7]1[cH:8][c:9]([O:19][CH2:20][CH3:21])[n:10][c:11]([NH:13][CH2:14][CH2:15][CH2:16][CH:17]=[CH2:18])[cH:12]1)[OH:22]. Reactants: CN(C(=O)OC(C)(C)C)c1cccc(C(=C2CN(C(c3ccccc3)c3ccccc3)C2)S(C)(=O)=O)c1, C1COCCO1. The product is CNc1cccc(C(=C2CN(C(c3ccccc3)c3ccccc3)C2)S(C)(=O)=O)c1. RXN SMILES: [CH:1]([c:2]1[cH:3][cH:4][cH:5][cH:6][cH:7]1)([c:8]1[cH:9][cH:10][cH:11][cH:12][cH:13]1)[N:14]1[CH2:15][C:16](=[C:18]([S:19](=[O:20])(=[O:21])[CH3:22])[c:23]2[cH:24][c:25]([N:29]([CH3:30])[C:31]([O:32][C:33]([CH3:34])([CH3:35])[CH3:36])=[O:37])[cH:26][cH:27][cH:28]2)[CH2:17]1.[O:38]1[CH2:39][CH2:40][O:41][CH2:42][CH2:43]1>>[CH:1]([c:2]1[cH:3][cH:4][cH:5][cH:6][cH:7]1)([c:8]1[cH:9][cH:10][cH:11][cH:12][cH:13]1)[N:14]1[CH2:15][C:16](=[C:18]([S:19](=[O:20])(=[O:21])[CH3:22])[c:23]2[cH:24][c:25]([NH:29][CH3:30])[cH:26][cH:27][cH:28]2)[CH2:17]1. Reactants: COC(Cc1cccc(OCCCOc2ccccc2)c1)C(=O)O, COC(Cc1ccc(OCCCOc2ccccc2)cc1)C(=O)O, Oc1ccccc1Cl. Yields the product COC(Cc1cccc(OCCCOc2ccccc2Cl)c1)C(=O)O. Reaction SMILES: [CH3:1][O:2][CH:3]([C:4](=[O:5])[OH:6])[CH2:7][c:8]1[cH:9][c:10]([O:14][CH2:15][CH2:16][CH2:17][O:18][c:19]2[cH:20][cH:21][cH:22][cH:23][cH:24]2)[cH:11][cH:12][cH:13]1.[CH3:33][O:34][CH:35]([CH2:36][c:37]1[cH:38][cH:39][c:40]([O:41][CH2:42][CH2:43][CH2:44][O:45][c:46]2[cH:47][cH:48][cH:49][cH:50][cH:51]2)[cH:52][cH:53]1)[C:54]([OH:55])=[O:56].[OH:25][c:26]1[c:27]([Cl:32])[cH:28][cH:29][cH:30][cH:31]1>>[CH3:1][O:2][CH:3]([C:4](=[O:5])[OH:6])[CH2:7][c:8]1[cH:9][c:10]([O:14][CH2:15][CH2:16][CH2:17][O:18][c:19]2[c:20]([Cl:32])[cH:21][cH:22][cH:23][cH:24]2)[cH:11][cH:12][cH:13]1. Reactants: NC=1C(=C(C(=O)OC)C=CC1)Br (methyl 3-amino-2-bromobenzoate), C(#C)[C@@]1(N(CCC1)C(=O)OCC1=CC=CC=C1)C ((R)-benzyl 2-ethynyl-2-methylpyrrolidine-1-carboxylate), TEA, O (water). The reagents and catalysts are C=1C=CC(=CC1)[P](C=2C=CC=CC2)(C=3C=CC=CC3)[Pd]([P](C=4C=CC=CC4)(C=5C=CC=CC5)C=6C=CC=CC6)([P](C=7C=CC=CC7)(C=8C=CC=CC8)C=9C=CC=CC9)[P](C=1C=CC=CC1)(C=1C=CC=CC1)C=1C=CC=CC1 (tetrakis(triphenylphosphine)palladium(0)), [Cu]I (CuI). The solvent is C1(=CC=CC=C1)C (toluene). Run at temperature 100 celsius, time 18 hour. Product: NC1=C(C(=CC=C1)C(=O)OC)C#C[C@@]1(N(CCC1)C(=O)OCC1=CC=CC=C1)C ((R)-benzyl 2-((2-amino-6-(methoxycarbonyl)phenyl)ethynyl)-2-methylpyrrolidine-1-carboxylate). Isolated yield 58.9%. Reaction SMILES: [NH2:1][C:2]1[C:3](Br)=[C:4]([CH:9]=[CH:10][CH:11]=1)[C:5]([O:7][CH3:8])=[O:6].[C:13]([C@@:15]1([CH3:30])[CH2:19][CH2:18][CH2:17][N:16]1[C:20]([O:22][CH2:23][C:24]1[CH:29]=[CH:28][CH:27]=[CH:26][CH:25]=1)=[O:21])#[CH:14].O>C1(C)C=CC=CC=1.C1C=CC([P]([Pd]([P](C2C=CC=CC=2)(C2C=CC=CC=2)C2C=CC=CC=2)([P](C2C=CC=CC=2)(C2C=CC=CC=2)C2C=CC=CC=2)[P](C2C=CC=CC=2)(C2C=CC=CC=2)C2C=CC=CC=2)(C2C=CC=CC=2)C2C=CC=CC=2)=CC=1.[Cu]I>[NH2:1][C:2]1[CH:11]=[CH:10][CH:9]=[C:4]([C:5]([O:7][CH3:8])=[O:6])[C:3]=1[C:14]#[C:13][C@@:15]1([CH3:30])[CH2:19][CH2:18][CH2:17][N:16]1[C:20]([O:22][CH2:23][C:24]1[CH:25]=[CH:26][CH:27]=[CH:28][CH:29]=1)=[O:21] |^1:42,44,63,82|. Procedure details: To a suspension of tetrakis(triphenylphosphine)palladium(0)(1.72 g, 1.5 mmol) and CuI (0.29 g, 1.5 mmol) in 54 mL of toluene were added methyl 3-amino-2-bromobenzoate (2.3 g, 10 mmol), (R)-benzyl 2-ethynyl-2-methylpyrrolidine-1-carboxylate (3.0 g, 12 mmol), and TEA (7 mL, 50 mmol). The mixture was stirred for 18 h at 100° C. under nitrogen atmosphere. After cooling, water (20 mL) was added. The mixture was extracted with EtOAc (3×20 mL) and the combined organic layers were washed with brine (20 ... Reactants: C1CCOC1, SC1CCCC1, CCOC(=O)c1c(C(F)F)nc(C(F)(F)F)c(C(=O)OCC)c1Br, [H-], [Na+]. Product: CCOC(=O)c1c(C(F)F)nc(C(F)(F)F)c(C(=O)OCC)c1SC1CCCC1. Reaction SMILES: [CH2:33]1[O:34][CH2:35][CH2:36][CH2:37]1.[CH:27]1([SH:32])[CH2:28][CH2:29][CH2:30][CH2:31]1.[F:1][CH:2]([c:3]1[c:4]([C:19](=[O:20])[O:21][CH2:22][CH3:23])[c:5]([Br:18])[c:6]([C:13](=[O:14])[O:15][CH2:16][CH3:17])[c:7]([C:9]([F:10])([F:11])[F:12])[n:8]1)[F:24].[H-:26].[Na+:25]>>[F:1][CH:2]([c:3]1[c:4]([C:19](=[O:20])[O:21][CH2:22][CH3:23])[c:5]([S:32][CH:27]2[CH2:28][CH2:29][CH2:30][CH2:31]2)[c:6]([C:13](=[O:14])[O:15][CH2:16][CH3:17])[c:7]([C:9]([F:10])([F:11])[F:12])[n:8]1)[F:24]. Starting materials: CN1C=CC2=CC=CC=C12 (1-methyl-1H-indole), [Cl-].CC1=C(C=[N+](C)C)C=CC=C1 ((2-methyl-benzylidene)-dimethylammonium chloride), CC1=C(C=O)C=CC=C1 (2-methyl-benzaldehyde), CNC (dimethylamine). Product: CN(C(C1=C(C=CC=C1)C)C1=CN(C2=CC=CC=C12)C)C (Dimethyl-[(1-methyl-1H-indol-3-yl)-o-tolyl-methyl]-amine). Reaction SMILES: [CH3:1][N:2]1[C:10]2[C:5](=[CH:6][CH:7]=[CH:8][CH:9]=2)[CH:4]=[CH:3]1.[Cl-].[CH3:12][C:13]1[CH:22]=[CH:21][CH:20]=[CH:19][C:14]=1[CH:15]=[N+:16]([CH3:18])[CH3:17].CC1C=CC=CC=1C=O.CNC>>[CH3:17][N:16]([CH3:18])[CH:15]([C:4]1[C:5]2[C:10](=[CH:9][CH:8]=[CH:7][CH:6]=2)[N:2]([CH3:1])[CH:3]=1)[C:14]1[CH:19]=[CH:20][CH:21]=[CH:22][C:13]=1[CH3:12] |f:1.2|. Procedure details: The preparation was carried out in accordance with general synthesis instructions 4 from 1-methyl-1H-indole and (2-methyl-benzylidene)-dimethylammonium chloride, which had been prepared in accordance with example 44 from 2-methyl-benzaldehyde and dimethylamine. Reactants: COC(C1=C(C=C(C(=C1)OC)OC)Br)OC (2-bromo-4,5-dimethoxybenzaldehyde dimethyl acetal), C(CCC)[Li] (n-butyl lithium), C(C)(=O)O (acetic acid), BrC=1C=C(C(=O)N(C)C)C=CN1 (2-bromo-N,N-dimethylisonicotinamide). The solvent is O1CCCC1 (tetrahydrofuran), O (water), O1CCCC1 (tetrahydrofuran). Reaction conditions: time 20 minute. Yields the product COC(C1=CC(=C(C=C1C(C1=CC(=NC=C1)Br)=O)OC)OC)OC (3,4-dimethoxy-6-(2-bromoisonicotinoyl)benzaldehyde dimethyl acetal). Isolated yield 46.8%. Reaction SMILES: [CH3:1][O:2][CH:3]([O:15][CH3:16])[C:4]1[CH:9]=[C:8]([O:10][CH3:11])[C:7]([O:12][CH3:13])=[CH:6][C:5]=1Br.C([Li])CCC.[Br:22][C:23]1[CH:24]=[C:25]([CH:31]=[CH:32][N:33]=1)[C:26](N(C)C)=[O:27].C(O)(=O)C>O1CCCC1.O>[CH3:1][O:2][CH:3]([O:15][CH3:16])[C:4]1[C:5]([C:26](=[O:27])[C:25]2[CH:31]=[CH:32][N:33]=[C:23]([Br:22])[CH:24]=2)=[CH:6][C:7]([O:12][CH3:13])=[C:8]([O:10][CH3:11])[CH:9]=1. Procedure details: To a solution of 2-bromo-4,5-dimethoxybenzaldehyde dimethyl acetal (21.8 g) in tetrahydrofuran (80 ml) is added dropwise a solution of n-butyl lithium (1.6 M hexane solution, 46.8 ml) at a temperature below -50° C. under nitrogen atmosphere, and the mixture is stirred for 20 minutes. The resulting solution is added dropwise into a solution of 2-bromo-N,N-dimethylisonicotinamide (18.1 g) in tetrahydrofuran (80 ml) at a temperature below -60° C., and the mixture is stirred for 30 minutes. To the r... Procedure details: A solution of 3-phenyl-4,9-dihydronaphtho[2,3-d]-isoxazole-4,9-dione (1.0 g) in 6.6 % dimethylamine-dioxane solution (100 ml) is irradiated by light of a high-pressure mercury lamp (1 KW) through a pyrex filter at room temperature (20°-30°C) in argon atmosphere for 3.3 hours. After removal of the solvent, the residue is dissolved in methylene chloride. The solution is washed with water, dried with anhydrous sodium sulfate, and evaporated. The residue is washed with benzene to give 2-(N-methylben... Reactants: C1(=CC=CC=C1)C1=NOC2=C1C(C=1C=CC=CC1C2=O)=O (3-phenyl-4,9-dihydronaphtho[2,3-d]-isoxazole-4,9-dione), CNC.O1CCOCC1 (dimethylamine dioxane). Yields the product CN=C(C1=CC=CC=C1)C=1C(C2=CC=CC=C2C(C1O)=O)=O (2-(N-methylbenzimidoyl)-3-hydroxy-1,4-naphthoquinone). RXN SMILES: [C:1]1([C:7]2[C:11]3[C:12](=[O:21])[C:13]4[CH:14]=[CH:15][CH:16]=[CH:17][C:18]=4[C:19](=[O:20])[C:10]=3[O:9][N:8]=2)[CH:6]=[CH:5][CH:4]=[CH:3][CH:2]=1.[CH3:22]NC.O1CCOCC1>>[CH3:22][N:8]=[C:7]([C:11]1[C:12](=[O:21])[C:13]2[C:18]([C:19](=[O:20])[C:10]=1[OH:9])=[CH:17][CH:16]=[CH:15][CH:14]=2)[C:1]1[CH:6]=[CH:5][CH:4]=[CH:3][CH:2]=1 |f:1.2|.